From a dataset of the Open Reaction Database (ORD), a public repository of structured organic reaction records. describe an organic reaction: reactants, conditions, products, and yield Reactants: NC1=NC(=C2NC=NC2=N1)OCC (2-Amino-6-ethoxypurine), [C@@H]1(C[C@H](O)[C@@H](CO)O1)N1C(=O)NC(=O)C(C)=C1 (thymidine), [C@@H]1(C[C@H](O)[C@@H](CO)O1)N1C(=O)NC(=O)C(C)=C1 (Thymidine), purine nucleoside, [N-]=[N+]=[N-].[K+] (potassium azide), purine nucleoside, [OH-].[K+] (KOH), purine nucleoside, F[C@@H]1[C@@H](O[C@@H]([C@H]1O)CO)N1C(=O)NC(=O)C(C)=C1 (1-(2-deoxy-2-fluoro-β-D-arabinofuranosyl)thymine), [N-]=[N+]=[N-].[K+] (potassium azide), [C@@H]1(C[C@H](O)[C@@H](CO)O1)N1C(=O)NC(=O)C(C)=C1 (thymidine). Solvent: P(=O)([O-])([O-])[O-].[K+].[K+].[K+] (potassium phosphate), P(=O)([O-])([O-])[O-].[K+].[K+].[K+] (potassium phosphate). Conditions: temperature 37 celsius, time 8 hour. Yields the product NC1=NC(=C2N=CN(C2=N1)[C@H]1[C@H]([C@H](O)[C@H](O1)CO)F)OCC (2-Amino-9-(2-deoxy-2-fluoro-β-D-arabinofuranosyl)-6-ethoxy-9H-purine). The yield is 6.9%. Reaction SMILES: [NH2:1][C:2]1[N:10]=[C:9]2[C:5]([NH:6][CH:7]=[N:8]2)=[C:4]([O:11][CH2:12][CH3:13])[N:3]=1.[F:14][C@H:15]1[C@H:19]([OH:20])[C@@H:18]([CH2:21][OH:22])[O:17][C@H:16]1N1C=C(C)C(=O)NC1=O.[N-]=[N+]=[N-].[K+].[C@@H]1(N2C=C(C)C(=O)NC2=O)O[C@H](CO)[C@@H](O)C1.[OH-].[K+]>P([O-])([O-])([O-])=O.[K+].[K+].[K+]>[NH2:1][C:2]1[N:10]=[C:9]2[C:5]([N:6]=[CH:7][N:8]2[C@@H:16]2[O:17][C@H:18]([CH2:21][OH:22])[C@@H:19]([OH:20])[C@@H:15]2[F:14])=[C:4]([O:11][CH2:12][CH3:13])[N:3]=1 |f:2.3,5.6,7.8.9.10|. Procedure: 2-Amino-6-ethoxypurine (0.5 g, 2.8 mmoles) which may be prepared according to R. W. Balsiger and J. A. Montgomery J. Org. Chem., 25:1573, 1960) and 1-(2-deoxy-2-fluoro-β-D-arabinofuranosyl)thymine (C. H. Tann et al., J. Org. Chem., 50:3647, 1985; 0.5 g; 1.9 mmoles) were suspended in 25 ml of 5 mM potassium phosphate buffer, pH 7.0, which contained 0.04% (w/v) potassium azide. Thymidine phosphorylase (8,000 I.U) and purine nucleoside phosphorylase (11,100 I.U.) (T. A. Krenitsky, et al., Biochemis... The reactants are O=C1c2ccccc2S(=O)(=O)N1CBr, ClCCl, CCN(C(C)C)C(C)C, CCCCOP(=O)([O-])OCCCC. Yields the product CCCCOP(=O)(OCCCC)OCN1C(=O)c2ccccc2S1(=O)=O. As a reaction SMILES: [Br:1][CH2:2][N:3]1[S:4](=[O:5])(=[O:6])[c:7]2[cH:8][cH:9][cH:10][cH:11][c:12]2[C:13]1=[O:14].[CH2:37]([Cl:38])[Cl:39].[CH:28]([N:29]([CH2:30][CH3:31])[CH:32]([CH3:33])[CH3:34])([CH3:35])[CH3:36].[P:15](=[O:16])([O:17][CH2:18][CH2:19][CH2:20][CH3:21])([O:22][CH2:23][CH2:24][CH2:25][CH3:26])[O-:27]>>[CH2:2]([N:3]1[S:4](=[O:5])(=[O:6])[c:7]2[cH:8][cH:9][cH:10][cH:11][c:12]2[C:13]1=[O:14])[O:27][P:15](=[O:16])([O:17][CH2:18][CH2:19][CH2:20][CH3:21])[O:22][CH2:23][CH2:24][CH2:25][CH3:26].